This data is from the Open Reaction Database (ORD), a public repository of structured organic reaction records. The task is: describe an organic reaction: reactants, conditions, products, and yield Reactants: C=CCOCc1c(CN(C)CC(O)c2ccccn2)sc2c(=O)c(C(=O)NCc3ccc(Cl)cc3)cn(C)c12, CO. Product: CN(Cc1sc2c(=O)c(C(=O)NCc3ccc(Cl)cc3)cn(C)c2c1CO)CC(O)c1ccccn1. As a reaction SMILES: [CH2:1]([CH:2]=[CH2:3])[O:4][CH2:5][c:6]1[c:7]([CH2:28][N:29]([CH3:30])[CH2:31][CH:32]([c:33]2[n:34][cH:35][cH:36][cH:37][cH:38]2)[OH:39])[s:8][c:9]2[c:10]1[n:11]([CH3:27])[cH:12][c:13]([C:16](=[O:17])[NH:18][CH2:19][c:20]1[cH:21][cH:22][c:23]([Cl:26])[cH:24][cH:25]1)[c:14]2=[O:15].[CH3:40][OH:41]>>[OH:4][CH2:5][c:6]1[c:7]([CH2:28][N:29]([CH3:30])[CH2:31][CH:32]([c:33]2[n:34][cH:35][cH:36][cH:37][cH:38]2)[OH:39])[s:8][c:9]2[c:10]1[n:11]([CH3:27])[cH:12][c:13]([C:16](=[O:17])[NH:18][CH2:19][c:20]1[cH:21][cH:22][c:23]([Cl:26])[cH:24][cH:25]1)[c:14]2=[O:15].